describe an organic reaction: reactants, conditions, products, and yield From a dataset of the Open Reaction Database (ORD), a public repository of structured organic reaction records. Starting materials: CCCOc1ccccc1C(N)=O, ClCCl, CC[O+](CC)CC, F[B-](F)(F)F. The product is CCCOc1ccccc1C(=N)OCC, F[B-](F)(F)F. RXN SMILES: [CH2:13]([CH2:14][CH3:15])[O:16][c:17]1[c:18]([C:19](=[O:20])[NH2:21])[cH:22][cH:23][cH:24][cH:25]1.[CH2:26]([Cl:27])[Cl:28].[CH2:6]([CH3:7])[O+:8]([CH2:9][CH3:10])[CH2:11][CH3:12].[F:1][B-:2]([F:3])([F:4])[F:5]>>[CH2:6]([CH3:7])[O:20][C:19]([c:18]1[c:17]([O:16][CH2:13][CH2:14][CH3:15])[cH:25][cH:24][cH:23][cH:22]1)=[NH:21].[F:1][B-:2]([F:3])([F:4])[F:5]. Reactants: N#Cc1ccc(CNC(=O)C(Br)c2ccccc2)cc1, CCCC[N+](CCCC)(CCCC)CCCC, C[S-], CO, [I-], [Na+]. Yields the product CSC(C(=O)NCc1ccc(C#N)cc1)c1ccccc1. As a reaction SMILES: [Br:4][CH:5]([C:6](=[O:7])[NH:8][CH2:9][c:10]1[cH:11][cH:12][c:13]([C:16]#[N:17])[cH:14][cH:15]1)[c:18]1[cH:19][cH:20][cH:21][cH:22][cH:23]1.[CH2:27]([N+:28]([CH2:29][CH2:30][CH2:31][CH3:32])([CH2:33][CH2:34][CH2:35][CH3:36])[CH2:37][CH2:38][CH2:39][CH3:40])[CH2:41][CH2:42][CH3:43].[CH3:1][S-:2].[CH3:24][OH:25].[I-:26].[Na+:3]>>[CH3:1][S:2][CH:5]([C:6](=[O:7])[NH:8][CH2:9][c:10]1[cH:11][cH:12][c:13]([C:16]#[N:17])[cH:14][cH:15]1)[c:18]1[cH:19][cH:20][cH:21][cH:22][cH:23]1. Reactants: C([O-])([O-])=O.[K+].[K+] (potassium carbonate), C(C)NCC (diethyl amine), BrC1=CC=C(CBr)C=C1 (p-bromobenzyl bromide), resultant mixture, Cl (HCl). Run in O (water), C1CCOC1 (THF), O (water). Yields the product BrC1=CC=C(CN(CC)CC)C=C1 ((p-bromobenzyl)diethyl amine). Isolated yield 74.0%. Reaction SMILES: C(=O)([O-])[O-].[K+].[K+].[CH2:7]([NH:9][CH2:10][CH3:11])[CH3:8].[Br:12][C:13]1[CH:20]=[CH:19][C:16]([CH2:17]Br)=[CH:15][CH:14]=1.Cl>O.C1COCC1>[Br:12][C:13]1[CH:20]=[CH:19][C:16]([CH2:17][N:9]([CH2:10][CH3:11])[CH2:7][CH3:8])=[CH:15][CH:14]=1 |f:0.1.2|. Reported procedure: Into a 500 ml round-bottomed flask were added 150 ml THF, 5 ml water, 2.2 g potassium carbonate, 6 ml diethyl amine, and 5 g p-bromobenzyl bromide. The resultant mixture was refluxed for 12 h. The mixture was then cooled to room temperature, into which 6 ml concentrated HCl was added, followed by the addition of 150 ml water. The mixture was extracted with 100 ml diethyl ether for three times. The diethyl ether solution was dried with anhydrous magnesium sulfate over night and then the magnesium... Reactants: Cc1c(C)n(Cc2ccccc2)c2ncnc(O)c12, O=P(Cl)(Cl)Cl. Product: Cc1c(C)n(Cc2ccccc2)c2ncnc(Cl)c12. As a reaction SMILES: [OH:1][c:2]1[c:3]2[c:4]([n:5][cH:6][n:7]1)[n:8]([CH2:13][c:14]1[cH:15][cH:16][cH:17][cH:18][cH:19]1)[c:9]([CH3:12])[c:10]2[CH3:11].[P:20]([Cl:21])([Cl:22])([Cl:23])=[O:24]>>[c:2]1([Cl:22])[c:3]2[c:4]([n:5][cH:6][n:7]1)[n:8]([CH2:13][c:14]1[cH:15][cH:16][cH:17][cH:18][cH:19]1)[c:9]([CH3:12])[c:10]2[CH3:11]. The reactants are C(=O)(OCC1C2=CC=CC=C2C2=CC=CC=C12)Cl (Fmoc-Cl), C1[C@H]([C@@H]([C@H](C([C@H]1N)O[C@@H]2[C@@H]([C@H]([C@@H]([C@H](O2)CO)O)O)N)OC3[C@@H]([C@@H]([C@H](O3)CO)O[C@@H]4[C@@H]([C@H]([C@@H]([C@@H](O4)CN)O)O)N)O)O)N (paromomycin I), amine, 212O, aldehyde, amine, 212O. The product is C1[C@H]([C@@H]([C@H]([C@@H]([C@H]1N)O[C@@H]2[C@@H]([C@H]([C@@H]([C@H](O2)CO)O)O)N)O[C@H]3[C@@H]([C@@H]([C@H](O3)CO)O[C@@H]4[C@@H]([C@H]([C@@H]([C@@H](O4)CN)O)O)N)O)O)N (paramomycin). Reaction SMILES: [CH2:1]1[C@H:6]([NH2:7])[CH:5]([O:8][C@H:9]2[O:14][C@H:13]([CH2:15][OH:16])[C@@H:12]([OH:17])[C@H:11]([OH:18])[C@H:10]2[NH2:19])[C@H:4]([O:20][CH:21]2[O:25][C@H:24]([CH2:26][OH:27])[C@@H:23]([O:28][C@H:29]3[O:34][C@@H:33]([CH2:35][NH2:36])[C@@H:32]([OH:37])[C@H:31]([OH:38])[C@H:30]3[NH2:39])[C@H:22]2[OH:40])[C@@H:3]([OH:41])[C@@H:2]1[NH2:42].C(Cl)(OCC1C2C(=CC=CC=2)C2C1=CC=CC=2)=O>>[CH2:1]1[C@H:6]([NH2:7])[C@@H:5]([O:8][C@H:9]2[O:14][C@H:13]([CH2:15][OH:16])[C@@H:12]([OH:17])[C@H:11]([OH:18])[C@H:10]2[NH2:19])[C@H:4]([O:20][C@@H:21]2[O:25][C@H:24]([CH2:26][OH:27])[C@@H:23]([O:28][C@H:29]3[O:34][C@@H:33]([CH2:35][NH2:36])[C@@H:32]([OH:37])[C@H:31]([OH:38])[C@H:30]3[NH2:39])[C@H:22]2[OH:40])[C@@H:3]([OH:41])[C@@H:2]1[NH2:42]. Procedure: Starting with paromomycin I, the procedure described in WO2007/064954 is followed to generate the aldehyde 212L. b) Reductive amination is performed using general procedure 15 to generate the amine 212M. c) Fmoc protection of the amine is performed in the standard manner with Fmoc-Cl to generate 212N. d) 212N is deprotected as described in WO2007/064954 to generate 212O. e) 212O is sulfated using general procedure 1 to yield 212P. f) The sulfated paramomycin 212P is deprotected and converted to ... Starting materials: CC1=C(NC(=C1)C)\C=C\1/C(N(C2=CC=CC=C12)C(=O)N1C=NC=C1)=O (3-[1-(3,5-dimethyl-1H-pyrrol-2-yl)-meth-(Z)-ylidene]-1-(imidazol-1-ylcarbonyl)-1,3-dihydro-indol-2-one), COCCO (2-methoxyethanol). Conditions: time 20 hour. Yields the product COCCOC(=O)N1C(\C(\C2=CC=CC=C12)=C/C=1NC(=CC1C)C)=O (3-[1-(3,5-dimethyl-1H-pyrrol-2-yl)-meth-(Z)-ylidene]-2-oxo-2,3-dihydro-indole-1-carboxylic acid 2-methoxy-ethyl ester). Isolated yield 31.0%. As a reaction SMILES: [CH3:1][C:2]1[CH:6]=[C:5]([CH3:7])[NH:4][C:3]=1/[CH:8]=[C:9]1\[C:10](=[O:25])[N:11]([C:18](N2C=CN=C2)=[O:19])[C:12]2[C:17]\1=[CH:16][CH:15]=[CH:14][CH:13]=2.[CH3:26][O:27][CH2:28][CH2:29][OH:30]>>[CH3:26][O:27][CH2:28][CH2:29][O:30][C:18]([N:11]1[C:12]2[C:17](=[CH:16][CH:15]=[CH:14][CH:13]=2)/[C:9](=[CH:8]/[C:3]2[NH:4][C:5]([CH3:7])=[CH:6][C:2]=2[CH3:1])/[C:10]1=[O:25])=[O:19]. Procedure details: A reaction mixture of 3-[1-(3,5-dimethyl-1H-pyrrol-2-yl)-meth-(Z)-ylidene]-1-(imidazol-1-ylcarbonyl)-1,3-dihydro-indol-2-one (200 mg, 0.6 mmol) in 6 mL of 2-methoxyethanol was stirred at room temperature for 20 h and partitioned between water and dichloromethane. The organic layer was dried over anhydrous magnesium sulfate and concentrated. The residue was purified on a silica gel column eluting with ethyl acetate-hexane (1:3) to give 3-[1-(3,5-dimethyl-1H-pyrrol-2-yl)-meth-(Z)-ylidene]-2-oxo-2,...